This data is from the Open Reaction Database (ORD), a public repository of structured organic reaction records. The task is: describe an organic reaction: reactants, conditions, products, and yield Reactants: 20, C(C=C)OC(=O)Cl (chloroformic acid allyl ester), [OH-].[Na+] (NaOH), C(C=C)OC(=O)Cl (chloroformic acid allyl ester), COC1=CC=C(CN2C([C@@H]([C@H]2C(=O)OC(C)(C)C)[C@@H](C)O)=O)C=C1 ((3S,4S)-1-(p-methoxybenzyl)-3-[(1R)-1-hydroxyethyl)-4-tert.-butoxycarbonyl-2-azetidinone). The reagents and catalysts are S([O-])(O)(=O)=O.C(CCC)[N+](CCCC)(CCCC)CCCC (tetrabutylammonium bisulphate). The solvent is C(Cl)Cl (methylene chloride), C(Cl)Cl (methylene chloride). Product: COC1=CC=C(CN2C([C@@H]([C@H]2C(=O)OC(C)(C)C)[C@@H](C)OC(=O)OCC=C)=O)C=C1 ((3S,4S)-1-(p-methoxybenzyl)-3-[(1R)-1-allyloxycarbonyloxyethyl]-4-tert.-butoxycarbonyl-2-azetidinone). As a reaction SMILES: [OH-].[Na+].[CH2:3]([O:6][C:7](Cl)=[O:8])[CH:4]=[CH2:5].[CH3:10][O:11][C:12]1[CH:33]=[CH:32][C:15]([CH2:16][N:17]2[C@H:20]([C:21]([O:23][C:24]([CH3:27])([CH3:26])[CH3:25])=[O:22])[C@@H:19]([C@H:28]([OH:30])[CH3:29])[C:18]2=[O:31])=[CH:14][CH:13]=1>S(=O)(=O)(O)[O-].C([N+](CCCC)(CCCC)CCCC)CCC.C(Cl)Cl>[CH3:10][O:11][C:12]1[CH:13]=[CH:14][C:15]([CH2:16][N:17]2[C@H:20]([C:21]([O:23][C:24]([CH3:25])([CH3:26])[CH3:27])=[O:22])[C@@H:19]([C@H:28]([O:30][C:7]([O:6][CH2:3][CH:4]=[CH2:5])=[O:8])[CH3:29])[C:18]2=[O:31])=[CH:32][CH:33]=1 |f:0.1,4.5|. Reported procedure: At 0°, 24 ml of 1N NaOH, 820 mg of tetrabutylammonium bisulphate and 1 ml of chloroformic acid allyl ester are added to a solution of 2 g of (3S,4S)-1-(p-methoxybenzyl)-3-[(1R)-1-hydroxyethyl)-4-tert.-butoxycarbonyl-2-azetidinone in 24 ml of methylene chloride and the whole is stirred vigorously. After a reaction time of 20 and 40 minutes, further portions (each of 1 ml) of chloroformic acid allyl ester are added. The reaction mixture is diluted with methylene chloride, the aqueous phase is sepa... RXN SMILES: [NH:1]1[C:9]2[C:4](=[CH:5][CH:6]=[CH:7][C:8]=2[C:10]([O:12][CH3:13])=[O:11])[CH:3]=[CH:2]1.Br[CH2:15][C:16]1[CH:21]=[CH:20][CH:19]=[C:18]([C:22]([F:25])([F:24])[F:23])[CH:17]=1.[H-].[Na+]>CN(C=O)C>[F:23][C:22]([F:24])([F:25])[C:18]1[CH:17]=[C:16]([CH:21]=[CH:20][CH:19]=1)[CH2:15][N:1]1[C:9]2[C:4](=[CH:5][CH:6]=[CH:7][C:8]=2[C:10]([O:12][CH3:13])=[O:11])[CH:3]=[CH:2]1 |f:2.3|. Yields the product FC(C=1C=C(CN2C=CC3=CC=CC(=C23)C(=O)OC)C=CC1)(F)F (methyl 1-[3-(trifluoromethyl)benzyl]-1H-indole-7-carboxylate). The solvent is CN(C)C=O (DMF). Run at time 30 minute. The reactants are N1C=CC2=CC=CC(=C12)C(=O)OC (Methyl 1H-indole-7-carboxylate), BrCC1=CC(=CC=C1)C(F)(F)F (1-(bromomethyl)-3-(trifluoromethyl)benzene), [H-].[Na+] (NaH). Procedure details: Methyl 1H-indole-7-carboxylate (1 g, 5.71 mmol) and 1-(bromomethyl)-3-(trifluoromethyl)benzene (956 ul, 6.28 mmol) were dissolved in DMF (16 ml), in an ice bath. 60% w/w NaH (251 mg, 6.28 mmol) was added portionwise. The ice bath was removed and the mixture stirred at RT for 30 min. The reaction mixture was quenched with NH4Cl(sat.) and extracted 3 times with ether. The organic layers were combined, washed with water and brine. The compound was purified by flash chromatography on silica gel. 1H ... Reactants: COC(=O)C1=NC=C(N=C1N)OCCF (3-amino-5-(2-fluoro-ethoxy)-pyrazine-2-carboxylic acid methyl ester), [OH-].[Na+] (NaOH), Cl (HCl). Run in C1CCOC1 (THF). Run at time 48 hour. Product: NC=1C(=NC=C(N1)OCCF)C(=O)O (3-Amino-5-(2-fluoro-ethoxy)-pyrazine-2-carboxylic acid). The yield is 128.8%. RXN SMILES: C[O:2][C:3]([C:5]1[C:10]([NH2:11])=[N:9][C:8]([O:12][CH2:13][CH2:14][F:15])=[CH:7][N:6]=1)=[O:4].[OH-].[Na+].Cl>C1COCC1>[NH2:11][C:10]1[C:5]([C:3]([OH:4])=[O:2])=[N:6][CH:7]=[C:8]([O:12][CH2:13][CH2:14][F:15])[N:9]=1 |f:1.2|. Procedure details: To a solution of 3-amino-5-(2-fluoro-ethoxy)-pyrazine-2-carboxylic acid methyl ester (176 mg, 0.818 mmol) in THF (6.8 ml) was added a solution of 1M NaOH (900 μl, 0.900 mmol). The reaction was stirred at it for 48 h. A solution of 1M HCl (1096 μL, 1.096 mmol) was added, the mixture was evaporated to dryness and then co-evaporated with toluene to give a light purple solid (212 mg). The crude material was used directly for the coupling reactions.